Dataset: the Open Reaction Database (ORD), a public repository of structured organic reaction records. Task: describe an organic reaction: reactants, conditions, products, and yield Starting materials: Cn1nccc1-c1ccc(Sc2cccc(C3(C(N)=O)CCOCC3)c2)cc1, ClCCl, O=C(OC(=O)C(F)(F)F)C(F)(F)F, c1ccncc1. Product: Cn1nccc1-c1ccc(Sc2cccc(C3(C#N)CCOCC3)c2)cc1. RXN SMILES: [CH3:1][n:2]1[n:3][cH:4][cH:5][c:6]1-[c:7]1[cH:8][cH:9][c:10]([S:13][c:14]2[cH:15][c:16]([C:20]3([C:26](=[O:27])[NH2:28])[CH2:21][CH2:22][O:23][CH2:24][CH2:25]3)[cH:17][cH:18][cH:19]2)[cH:11][cH:12]1.[Cl:48][CH2:49][Cl:50].[F:35][C:36]([F:37])([F:38])[C:39]([O:40][C:41](=[O:42])[C:43]([F:44])([F:45])[F:46])=[O:47].[cH:29]1[cH:30][cH:31][n:32][cH:33][cH:34]1>>[CH3:1][n:2]1[n:3][cH:4][cH:5][c:6]1-[c:7]1[cH:8][cH:9][c:10]([S:13][c:14]2[cH:15][c:16]([C:20]3([C:26]#[N:28])[CH2:21][CH2:22][O:23][CH2:24][CH2:25]3)[cH:17][cH:18][cH:19]2)[cH:11][cH:12]1. Reactants: CCOC(=O)Cc1cnnc(-c2ccc(C(CC)(CC)c3ccc(CCC(O)C(C)(C)C)c(C)c3)cc2C)c1, CO, [Na+], [OH-]. The product is [Na+], CCC(CC)(c1ccc(CCC(O)C(C)(C)C)c(C)c1)c1ccc(-c2cc(CC(=O)[O-])cnn2)c(C)c1. RXN SMILES: [CH2:3]([CH3:4])[O:5][C:6]([CH2:7][c:8]1[cH:9][n:10][n:11][c:12](-[c:14]2[c:15]([CH3:40])[cH:16][c:17]([C:20]([CH2:21][CH3:22])([c:23]3[cH:24][c:25]([CH3:37])[c:26]([CH2:29][CH2:30][CH:31]([C:32]([CH3:33])([CH3:34])[CH3:35])[OH:36])[cH:27][cH:28]3)[CH2:38][CH3:39])[cH:18][cH:19]2)[cH:13]1)=[O:41].[CH3:42][OH:43].[Na+:2].[OH-:1]>>[Na+:2].[O:5]=[C:6]([CH2:7][c:8]1[cH:9][n:10][n:11][c:12](-[c:14]2[c:15]([CH3:40])[cH:16][c:17]([C:20]([CH2:21][CH3:22])([c:23]3[cH:24][c:25]([CH3:37])[c:26]([CH2:29][CH2:30][CH:31]([C:32]([CH3:33])([CH3:34])[CH3:35])[OH:36])[cH:27][cH:28]3)[CH2:38][CH3:39])[cH:18][cH:19]2)[cH:13]1)[O-:41]. The reactants are C[C@H]1[C@H](N(CCC1)C(C1=C(C=CC(=C1)C)C=1C=NN(C1)C)=O)CN1C(C2=CC=CC=C2C1=O)=O (2-(((2S,3R)-3-methyl-1-(5-methyl-2-(1-methyl-1H-pyrazol-4-yl)benzoyl)piperidin-2-yl)methyl)isoindoline-1,3-dione), O.NN (hydrazine hydrate). The solvent is CO (MeOH). Conditions: temperature 60 celsius. The product is NC[C@H]1N(CCC[C@H]1C)C(=O)C1=C(C=CC(=C1)C)C=1C=NN(C1)C (((2S,3R)-2-(Aminomethyl)-3-methylpiperidin-1-yl)(5-methyl-2-(1-methyl-1H-pyrazol-4-yl)phenyl)methanone). RXN SMILES: [CH3:1][C@@H:2]1[CH2:7][CH2:6][CH2:5][N:4]([C:8](=[O:22])[C:9]2[CH:14]=[C:13]([CH3:15])[CH:12]=[CH:11][C:10]=2[C:16]2[CH:17]=[N:18][N:19]([CH3:21])[CH:20]=2)[C@@H:3]1[CH2:23][N:24]1C(=O)C2C(=CC=CC=2)C1=O.O.NN>CO>[NH2:24][CH2:23][C@@H:3]1[C@H:2]([CH3:1])[CH2:7][CH2:6][CH2:5][N:4]1[C:8]([C:9]1[CH:14]=[C:13]([CH3:15])[CH:12]=[CH:11][C:10]=1[C:16]1[CH:17]=[N:18][N:19]([CH3:21])[CH:20]=1)=[O:22] |f:1.2|. Reported procedure: A mixture of 2-(((2S,3R)-3-methyl-1-(5-methyl-2-(1-methyl-1H-pyrazol-4-yl)benzoyl)piperidin-2-yl)methyl)isoindoline-1,3-dione (0.67 g, 1.5 mmol) and hydrazine hydrate (0.46 g, 9.27 mmol) in MeOH (10 mL) was heated at 60° C. for 2 h. The mixture was cooled to rt and the solvent was removed in vacuo. The crude was dissolved in EtOAc and washed with 2 N NaOH (2×), brine, and then dried (Na2SO4). The solvent was removed in vacuo to obtain the title compound which was used without further purificatio...